From a dataset of the Open Reaction Database (ORD), a public repository of structured organic reaction records. describe an organic reaction: reactants, conditions, products, and yield Yields the product NC1=NC(=C2N=CN(C2=N1)[C@H]1C[C@@H]([C@H](O1)CO)N=[N+]=[N-])NCCCC (2-Amino-9-(3-azido-2,3-dideoxy-β-D-erythro-pentofuranosyl)-6-(n-butylamino)-9-H-purine). Run at temperature 60 celsius. Run in CO (MeOH). Reported procedure: 2-Amino-9-(3-azido-2,3-dideoxy-β-D-erythro-pentofuranosyl)-6-chloro-9H-purine (Example 3d) (0.40 g, 1.29 mmol) and n-butylamine (Aldrich, #06221JP, 1.28mL, 12.9 mmol) were combined in 25 mL MeOH and placed in a sealed tube. The reaction was heated at 60° C. for 18 hours followed by evaporation of the solvents. Chromatography of the residue on basic alumina eluted with 2% MeOH in CHCl3 gave, after combination and evaporation of appropriate fractions, 0.279 g (0.8 mMol. 62.3%); mp=44°-47°C. Reactants: NC1=NC(=C2N=CN(C2=N1)[C@H]1C[C@@H]([C@H](O1)CO)N=[N+]=[N-])Cl (2-Amino-9-(3-azido-2,3-dideoxy-β-D-erythro-pentofuranosyl)-6-chloro-9H-purine), C(CCC)N (n-butylamine). Reaction SMILES: [NH2:1][C:2]1[N:10]=[C:9]2[C:5]([N:6]=[CH:7][N:8]2[C@@H:11]2[O:15][C@H:14]([CH2:16][OH:17])[C@@H:13]([N:18]=[N+:19]=[N-:20])[CH2:12]2)=[C:4](Cl)[N:3]=1.[CH2:22]([NH2:26])[CH2:23][CH2:24][CH3:25]>CO>[NH2:1][C:2]1[N:10]=[C:9]2[C:5]([N:6]=[CH:7][N:8]2[C@@H:11]2[O:15][C@H:14]([CH2:16][OH:17])[C@@H:13]([N:18]=[N+:19]=[N-:20])[CH2:12]2)=[C:4]([NH:26][CH2:22][CH2:23][CH2:24][CH3:25])[N:3]=1. The reactants are NC=1NC2=C(N1)C=CC=C2 (2-aminobenzimidazole), ClC1=CC=C(CCl)C=C1 (4-chlorobenzyl chloride). The product is ClC1=CC=C(CN2C(N(C3=C2C=CC=C3)CC3=CC=C(C=C3)Cl)=N)C=C1 (1,3-Bis(4-chlorobenzyl)-1,3-dihydrobenzoimidazol-2-ylideneamine). Reaction SMILES: [NH2:1][C:2]1[NH:3][C:4]2[CH:10]=[CH:9][CH:8]=[CH:7][C:5]=2[N:6]=1.[Cl:11][C:12]1[CH:19]=[CH:18][C:15]([CH2:16]Cl)=[CH:14][CH:13]=1>>[Cl:11][C:12]1[CH:19]=[CH:18][C:15]([CH2:16][N:3]2[C:4]3[CH:10]=[CH:9][CH:8]=[CH:7][C:5]=3[N:6]([CH2:16][C:15]3[CH:18]=[CH:19][C:12]([Cl:11])=[CH:13][CH:14]=3)[C:2]2=[NH:1])=[CH:14][CH:13]=1. Procedure: The title compound was prepared from 2-aminobenzimidazole and 4-chlorobenzyl chloride by Procedure A. The product was isolated by preparative LCMS to give the title compound as the free base (white solid, mp 185-187° C.). MS(ES+) m/z 382 (M+, 100). 1NMR (DMSO-d6) δ 5.08 (br s, 4H), 5.76 (s, 1H), 6.80-6.90 (m, 4H), 7.25-7.42 (m, 8H).